Task: describe an organic reaction: reactants, conditions, products, and yield. Dataset: the Open Reaction Database (ORD), a public repository of structured organic reaction records The reactants are ClC(C(=O)OCC)=O (Ethyl chlorooxoacetate), FC1=C(C=CC(=C1)F)NC(=S)NC(C(C)(C)C)C (1-(2,4-difluoro-phenyl)-3-(1,2,2-trimethyl-propyl)-thiourea). Run in ClCCl (dichloromethane). Run at time 8 hour. Product: FC1=C(C=CC(=C1)F)N1C(N(C(C1=O)=O)C(C(C)(C)C)C)=S (1-(2,4-difluoro-phenyl)-2-thioxo-3-(1,2,2-trimethyl-propyl)-imidazolidine-4,5-dione). Yield: 62.6%. RXN SMILES: Cl[C:2](=[O:8])[C:3]([O:5]CC)=O.[F:9][C:10]1[CH:15]=[C:14]([F:16])[CH:13]=[CH:12][C:11]=1[NH:17][C:18]([NH:20][CH:21]([CH3:26])[C:22]([CH3:25])([CH3:24])[CH3:23])=[S:19]>ClCCl>[F:9][C:10]1[CH:15]=[C:14]([F:16])[CH:13]=[CH:12][C:11]=1[N:17]1[C:2](=[O:8])[C:3](=[O:5])[N:20]([CH:21]([CH3:26])[C:22]([CH3:24])([CH3:23])[CH3:25])[C:18]1=[S:19]. Reported procedure: Ethyl chlorooxoacetate (0.53 mL, 4.77 mmol) was added to a stirring solution of the above thiourea (1.00 g, 3.67 mmol) in dichloromethane (15 mL) and the resulting mixture was stirred overnight at room temperature. Concentration, trituration of the residue with diethyl ether, and recrystallization from boiling methanol afforded 0.75 g (62%) of 1-(2,4-difluoro-phenyl)-2-thioxo-3-(1,2,2-trimethyl-propyl)-imidazolidine-4,5-dione as a yellow solid: mp 155.2–156.0° C.; 1H NMR (DMSO-d6): δ 7.55 (m, 2H...